This data is from the Open Reaction Database (ORD), a public repository of structured organic reaction records. The task is: describe an organic reaction: reactants, conditions, products, and yield The solvent is C1CCOC1 (THF), CCCCCC (hexane). RXN SMILES: Br[C:2]1[CH:3]=[CH:4][C:5]2[O:10][CH2:9][C:8]([C:11]3[CH:16]=[CH:15][C:14]([CH3:17])=[CH:13][CH:12]=3)=[CH:7][C:6]=2[CH:18]=1.C([Li])CCC.[C:24](=[O:26])=[O:25].Cl>C1COCC1.CCCCCC>[CH3:17][C:14]1[CH:15]=[CH:16][C:11]([C:8]2[CH2:9][O:10][C:5]3[CH:4]=[CH:3][C:2]([C:24]([OH:26])=[O:25])=[CH:18][C:6]=3[CH:7]=2)=[CH:12][CH:13]=1. The product is CC1=CC=C(C=C1)C=1COC2=C(C1)C=C(C=C2)C(=O)O (3-(4-methylphenyl)-2H-1-benzopyran-6-carboxylic acid). The reactants are C(CCC)[Li] (butyl lithium), Cl (hydrochloric acid), BrC=1C=CC2=C(C=C(CO2)C2=CC=C(C=C2)C)C1 (6-bromo-3-(4-methylphenyl)-2H-1-benzopyran), C(=O)=O (dry ice). Procedure: Into a solution of 6-bromo-3-(4-methylphenyl)-2H-1-benzopyran (0.5 g) in THF (15 ml) was added at −78° C. 1.6 M butyl lithium (a hexane solution) (1.14 ml) under a nitrogen atmosphere. The resulting mixture was stirred at −78° C. for one hour, was then mixed with dry ice and was stirred for additional one hour. After addition of 1 N hydrochloric acid (10 ml), the resulting mixture was extracted with ethyl acetate. The organic layer was washed with an aqueous saturated solution of sodium chloride... Conditions: temperature -78 celsius, time 1 hour.